Dataset: the Open Reaction Database (ORD), a public repository of structured organic reaction records. Task: describe an organic reaction: reactants, conditions, products, and yield Reactants: C1CCOC1, Cc1oncc1C(=O)Cl, CC(=O)c1oc2ccc(Br)cc2c1N. The product is CC(=O)c1oc2ccc(Br)cc2c1NC(=O)c1cnoc1C. Reaction SMILES: [CH2:24]1[O:25][CH2:26][CH2:27][CH2:28]1.[CH3:15][c:16]1[c:17]([C:21](=[O:22])[Cl:23])[cH:18][n:19][o:20]1.[NH2:1][c:2]1[c:3]([C:12]([CH3:13])=[O:14])[o:4][c:5]2[c:6]1[cH:7][c:8]([Br:11])[cH:9][cH:10]2>>[NH:1]([c:2]1[c:3]([C:12]([CH3:13])=[O:14])[o:4][c:5]2[c:6]1[cH:7][c:8]([Br:11])[cH:9][cH:10]2)[C:21]([c:17]1[c:16]([CH3:15])[o:20][n:19][cH:18]1)=[O:22]. Starting materials: CC(=O)Nc1cccc(C=O)c1, C1CCNCC1, CCCCCC, CCOC(C)=O, ClC(Cl)Cl, O=C1CC(c2ccccc2)Oc2ccccc21. The product is CC(=O)Nc1cccc(C=C2C(=O)c3ccccc3OC2c2ccccc2)c1. RXN SMILES: [C:18]([CH3:19])(=[O:20])[NH:21][c:22]1[cH:23][c:24]([CH:25]=[O:26])[cH:27][cH:28][cH:29]1.[CH2:30]1[CH2:31][CH2:32][NH:33][CH2:34][CH2:35]1.[CH3:36][CH2:37][CH2:38][CH2:39][CH2:40][CH3:41].[CH3:46][CH2:47][O:48][C:49](=[O:50])[CH3:51].[CH:42]([Cl:43])([Cl:44])[Cl:45].[O:1]=[C:2]1[CH2:3][CH:4]([c:12]2[cH:13][cH:14][cH:15][cH:16][cH:17]2)[O:5][c:6]2[cH:7][cH:8][cH:9][cH:10][c:11]21>>[O:1]=[C:2]1[C:3](=[CH:25][c:24]2[cH:23][c:22]([NH:21][C:18]([CH3:19])=[O:20])[cH:29][cH:28][cH:27]2)[CH:4]([c:12]2[cH:13][cH:14][cH:15][cH:16][cH:17]2)[O:5][c:6]2[cH:7][cH:8][cH:9][cH:10][c:11]21.